From a dataset of the Open Reaction Database (ORD), a public repository of structured organic reaction records. describe an organic reaction: reactants, conditions, products, and yield Starting materials: C[Si](C)(C)[N-][Si](C)(C)C.[K+] (potassium bis(trimethylsilyl)amide), COC(COC1=C(C(=CC=C1)CO)Cl)=O ((2-chloro-3-hydroxymethylphenoxy)acetic acid methyl ester), C1(=CC=CC=C1)N(C(=O)Cl)C1=CC=CC=C1 (diphenylcarbamyl chloride). The solvent is O1CCCC1 (tetrahydrofuran), O1CCCC1 (tetrahydrofuran). Run at temperature -78 celsius. Product: COC(COC1=C(C(=CC=C1)COC(N(C1=CC=CC=C1)C1=CC=CC=C1)=O)Cl)=O ({2-chloro-3-[(diphenyl-carbamoyloxy)methyl]phenoxy}acetic acid methyl ester). Yield: 48.0%. Reaction SMILES: [CH3:1][O:2][C:3](=[O:15])[CH2:4][O:5][C:6]1[CH:11]=[CH:10][CH:9]=[C:8]([CH2:12][OH:13])[C:7]=1[Cl:14].C[Si]([N-][Si](C)(C)C)(C)C.[K+].[C:26]1([N:32]([C:36]2[CH:41]=[CH:40][CH:39]=[CH:38][CH:37]=2)[C:33](Cl)=[O:34])[CH:31]=[CH:30][CH:29]=[CH:28][CH:27]=1>O1CCCC1>[CH3:1][O:2][C:3](=[O:15])[CH2:4][O:5][C:6]1[CH:11]=[CH:10][CH:9]=[C:8]([CH2:12][O:13][C:33](=[O:34])[N:32]([C:36]2[CH:37]=[CH:38][CH:39]=[CH:40][CH:41]=2)[C:26]2[CH:31]=[CH:30][CH:29]=[CH:28][CH:27]=2)[C:7]=1[Cl:14] |f:1.2|. Reported procedure: A solution of (2-chloro-3-hydroxymethylphenoxy)acetic acid methyl ester (1.94 g, 8.41 mmol) in tetrahydrofuran was cooled to −78° C., treated with potassium bis(trimethylsilyl)amide (10.1 mmol), and allowed to stir at −78° C. for about an hour. A solution of diphenylcarbamyl chloride (2.92 g, 12.6 mmol) in tetrahydrofuran was added dropwise, and the resulting mixture was allowed to warm to room temperature and stirred overnight. The mixture was quenched with water, diluted with diethyl ether, an...